From a dataset of the Open Reaction Database (ORD), a public repository of structured organic reaction records. describe an organic reaction: reactants, conditions, products, and yield Reactants: CN(C)C=O, Fc1ccccn1, [H-], [Na+], O=Cc1ccc(O)cc1. The product is O=Cc1ccc(Oc2ccccn2)cc1. As a reaction SMILES: [CH3:19][N:20]([CH3:21])[CH:22]=[O:23].[F:10][c:11]1[n:12][cH:13][cH:14][cH:15][cH:16]1.[H-:17].[Na+:18].[OH:1][c:2]1[cH:3][cH:4][c:5]([CH:6]=[O:7])[cH:8][cH:9]1>>[O:1]([c:2]1[cH:3][cH:4][c:5]([CH:6]=[O:7])[cH:8][cH:9]1)[c:11]1[n:12][cH:13][cH:14][cH:15][cH:16]1. The reactants are CCOC(=O)C (AcOEt), Cl.Cl.ClC=1C=C(C=NC1N[C@H]1CNCC1)/C=C/C(=O)OCC (ethyl (2E)-3-{5-chloro-6-[(3R)-3-pyrrolidinylamino]-3-pyridinyl}acrylate dihydrochloride), BrCC1CCC1 (bromomethylcyclobutane), C(C)(C)N(C(C)C)CC (N,N-diisopropylethylamine). The solvent is O (H2O), CN(C)C=O (DMF). The product is ClC=1C=C(C=NC1N[C@H]1CN(CC1)CC1CCC1)/C=C/C(=O)OCC (ethyl (2E)-3-(5-chloro-6-{[(3R)-1-(cyclobutylmethyl)-3-pyrrolidinyl]amino}-3-pyridinyl)acrylate). The yield is 36.1%. Reaction SMILES: Cl.Cl.[Cl:3][C:4]1[CH:5]=[C:6](/[CH:16]=[CH:17]/[C:18]([O:20][CH2:21][CH3:22])=[O:19])[CH:7]=[N:8][C:9]=1[NH:10][C@@H:11]1[CH2:15][CH2:14][NH:13][CH2:12]1.Br[CH2:24][CH:25]1[CH2:28][CH2:27][CH2:26]1.C(N(CC)C(C)C)(C)C.CCOC(C)=O>CN(C=O)C.O>[Cl:3][C:4]1[CH:5]=[C:6](/[CH:16]=[CH:17]/[C:18]([O:20][CH2:21][CH3:22])=[O:19])[CH:7]=[N:8][C:9]=1[NH:10][C@@H:11]1[CH2:15][CH2:14][N:13]([CH2:24][CH:25]2[CH2:28][CH2:27][CH2:26]2)[CH2:12]1 |f:0.1.2|. Procedure: A solution of ethyl (2E)-3-{5-chloro-6-[(3R)-3-pyrrolidinylamino]-3-pyridinyl}acrylate dihydrochloride (1.0 g), bromomethylcyclobutane (456 mg) and N,N-diisopropylethylamine (1.26 g) in DMF (30 ml) was stirred at 80-85° C. for 12 hours under atmospheric pressure of nitrogen. The reaction mixture was poured into a mixture of AcOEt and H2O and the organic layer was washed with brine and dried over MgSO4. The solvent was evaporated in vacuo and the residue was chromatographed on silicagel eluting w...